From a dataset of the Open Reaction Database (ORD), a public repository of structured organic reaction records. describe an organic reaction: reactants, conditions, products, and yield The reactants are C(C1=CC=CC=C1)OC1=C(C=C(C#N)C=C1)O (4-benzyloxy-3-hydroxybenzonitrile), C1(=CC=CC=C1)P(C1=CC=CC=C1)C1=CC=CC=C1 (triphenylphosphine), N(=NC(=O)OCC)C(=O)OCC (diethyl azodicarboxylate), C(C)(C)(C)OC(=O)N[C@H](CC(=O)OCC1=CC=CC=C1)CO (benzyl (3R)-3-t-butoxycarbonylamino-4-hydroxybutanoate). The solvent is O1CCCC1 (tetrahydrofuran), C(C)(=O)OCC (ethyl acetate). Conditions: time 8 hour. Yields the product C(C)(C)(C)OC(=O)N[C@H](CC(=O)OCC1=CC=CC=C1)COC1=C(C=CC(=C1)C#N)OCC1=CC=CC=C1 (benzyl (3R)-3-t-butoxycarbonylamino-4-(5-cyano-2-benzyloxyphenoxy)butanoate). Reaction SMILES: [C:1]([O:5][C:6]([NH:8][C@@H:9]([CH2:21][OH:22])[CH2:10][C:11]([O:13][CH2:14][C:15]1[CH:20]=[CH:19][CH:18]=[CH:17][CH:16]=1)=[O:12])=[O:7])([CH3:4])([CH3:3])[CH3:2].[CH2:23]([O:30][C:31]1[CH:38]=[CH:37][C:34]([C:35]#[N:36])=[CH:33][C:32]=1O)[C:24]1[CH:29]=[CH:28][CH:27]=[CH:26][CH:25]=1.C1(P(C2C=CC=CC=2)C2C=CC=CC=2)C=CC=CC=1.N(C(OCC)=O)=NC(OCC)=O>O1CCCC1.C(OCC)(=O)C>[C:1]([O:5][C:6]([NH:8][C@@H:9]([CH2:21][O:22][C:38]1[CH:37]=[C:34]([C:35]#[N:36])[CH:33]=[CH:32][C:31]=1[O:30][CH2:23][C:24]1[CH:25]=[CH:26][CH:27]=[CH:28][CH:29]=1)[CH2:10][C:11]([O:13][CH2:14][C:15]1[CH:16]=[CH:17][CH:18]=[CH:19][CH:20]=1)=[O:12])=[O:7])([CH3:3])([CH3:4])[CH3:2]. Procedure details: 4.8 g (15.5 mmol) of benzyl (3R)-3-t-butoxycarbonylamino-4-hydroxybutanoate was dissolved in 100 ml of tetrahydrofuran. 2.9 g (12.9 mmol) of 4-benzyloxy-3-hydroxybenzonitrile, 4.1 g (15.5 mmol) of triphenylphosphine and 6.7 g (15.5 mmol) of diethyl azodicarboxylate were added to the obtained solution under cooling with ice, and they were stirred at room temperature overnight. After the treatment with ethyl acetate as the extraction solvent in an ordinary manner, the obtained crude product was pu... The reactants are [Br-].[Li+] (Lithium bromide), O[C@H]1CO[C@H]2[C@@H]1N(C[C@H]2OS(=O)(=O)C2=CC=C(C)C=C2)C(=O)OC(C)(C)C ((3R,3aR,6R,6aS)— tert-butyl 3-hydroxy-6-(tosyloxy)tetrahydro-2H-furo[3,2-b]pyrrole-4(5H)-carboxylate), C(Cl)Cl (DCM). Run in CN(C)C=O (DMF). Conditions: temperature 130 celsius. The product is Br[C@@H]1[C@@H]2[C@H](N(C1)C(=O)OC(C)(C)C)[C@H](CO2)O ((3R,3aR,6S,6aS)-tert-butyl 6-bromo-3-hydroxytetrahydro-2H-furo[3,2-b]pyrrole-4(5H)-carboxylate). The yield is 52.6%. As a reaction SMILES: [Br-:1].[Li+].[OH:3][C@@H:4]1[C@H:8]2[N:9]([C:23]([O:25][C:26]([CH3:29])([CH3:28])[CH3:27])=[O:24])[CH2:10][C@@H:11](OS(C3C=CC(C)=CC=3)(=O)=O)[C@H:7]2[O:6][CH2:5]1.C(Cl)Cl>CN(C=O)C>[Br:1][C@H:11]1[CH2:10][N:9]([C:23]([O:25][C:26]([CH3:29])([CH3:28])[CH3:27])=[O:24])[C@@H:8]2[C@@H:4]([OH:3])[CH2:5][O:6][C@H:7]12 |f:0.1|. Reported procedure: Lithium bromide (11.51 g, 132 mmol) was added to a stirred solution of tosylate (35b) (5.28 g, 13.2 mmol) in anhydrous DMF (75 mL) and the mixture heated at 130° C. for 4 hours. The black solution was left to cool to ambient temperature then reduced in vacuo. The residue was taken into DCM (100 mL) and washed with H2O (100 mL). The organic layer was dried (Na2SO4), filtered and reduced in vacuo to leave a black tar (Yield 3.3 g). Flash chromatography over silica, eluting with ethyl acetate:hepta... The reactants are C(C)OC(CN(C(=O)C1(CC1)NC(=O)OCC1=CC=CC=C1)CC1=CC=CC=C1)=O (Ethyl-N-benzyl-N-[(1-{[(benzyloxy)carbonyl]amino}cyclopropyl)carbonyl]glycinate), [H][H] (hydrogen). Reagents/catalysts: [C].[Pd] (Palladium carbon). The solvent is C(C)O (ethanol). Product: C(C1=CC=CC=C1)N1CC(NC2(CC2)C1=O)=O (7-Benzyl-4,7-diazaspiro[2.5]octane-5,8-dione). The yield is 100.4%. Reaction SMILES: C(OC(=O)[CH2:5][N:6]([CH2:23][C:24]1[CH:29]=[CH:28][CH:27]=[CH:26][CH:25]=1)[C:7]([C:9]1([NH:12][C:13](OCC2C=CC=CC=2)=[O:14])[CH2:11][CH2:10]1)=[O:8])C.[H][H]>[C].[Pd].C(O)C>[CH2:23]([N:6]1[C:7](=[O:8])[C:9]2([CH2:11][CH2:10]2)[NH:12][C:13](=[O:14])[CH2:5]1)[C:24]1[CH:29]=[CH:28][CH:27]=[CH:26][CH:25]=1 |f:2.3|. Procedure details: 5% Palladium carbon (3.6 g) was added to an ethanol (700 ml) solution of the compound (35.5 g, 86.5 mmol) obtained in Step 1 above and contact reduction was performed for 2 hours in a hydrogen atmosphere. The catalyst was filtrated through celite, the filtrate was concentrated under reduced pressure, and the resulting residue was purified by silica gel column chromatography (n-hexane:ethyl acetate=1:1) to give the title compound (20 g, 100%) as a colorless solid. Yields the product N(C1=CC=CC=C1)C1=CC=C(NC2C(OCC2)=O)C=C1 (3-(4-anilinoanilino)dihydro-2(3H)-furanone). Run in C(C)#N (acetonitrile). Reported procedure: A mixture of 1.84 g (10 mmoles) of N1-phenyl-1,4-benzenediamine and 0.41 ml (5 mmoles) of α-bromo-γ-butyrolactone in 20 ml of acetonitrile is heated under reflux for 5 hours. After returning to 20° C., the precipitate which appears during the reaction (N1-phenyl-1,4-benzenediamine hydrobromide) is filtered and rinsed with 20 ml of acetonitrile. The filtrate is concentrated to dryness under vacuum and the residue is purified on a silica column (eluent: Heptane/AcOEt: 1/1 to 4/6). Beige powder. Me... As a reaction SMILES: [C:1]1([NH:7][C:8]2[CH:13]=[CH:12][C:11]([NH2:14])=[CH:10][CH:9]=2)[CH:6]=[CH:5][CH:4]=[CH:3][CH:2]=1.Br[CH:16]1[CH2:21][CH2:20][O:19][C:17]1=[O:18].Br.C1(NC2C=CC(N)=CC=2)C=CC=CC=1>C(#N)C>[NH:7]([C:8]1[CH:13]=[CH:12][C:11]([NH:14][CH:16]2[CH2:21][CH2:20][O:19][C:17]2=[O:18])=[CH:10][CH:9]=1)[C:1]1[CH:2]=[CH:3][CH:4]=[CH:5][CH:6]=1 |f:2.3|. Reactants: C1(=CC=CC=C1)NC1=CC=C(C=C1)N (N1-phenyl-1,4-benzenediamine), BrC1C(=O)OCC1 (α-bromo-γ-butyrolactone), Br.C1(=CC=CC=C1)NC1=CC=C(C=C1)N (N1-phenyl-1,4-benzenediamine hydrobromide). Reactants: CN(C=1C=CC=C2C=C(NC12)C=1SC(=CN1)CN1CCN(CC1)CC(=O)O)S(=O)(=O)C=1SC=CC1 ({4-[(2-{7-[methyl(2-thienylsulfonyl)amino]-1H-indol-2-yl}-1,3-thiazol-5-yl)methyl]piperazin-1-yl}acetic acid), N1(N=NC2=C1C=CC=C2)O (1H-1,2,3-benzotriazol-1-ol), Cl.CN(CCCN=C=NCC)C (N-[3-(dimethylamino)propyl]-N′-ethylcarbodiimide hydrochloride), solution, CN (N-methylamine), C(O)([O-])=O.[Na+] (sodium hydrogencarbonate). Solvent: CN(C=O)C (N,N-dimethylformamide), C1CCOC1 (THF). Run at time 15 hour. Yields the product CNC(CN1CCN(CC1)CC1=CN=C(S1)C=1NC2=C(C=CC=C2C1)N(S(=O)(=O)C=1SC=CC1)C)=O (N-methyl-2-{4-[(2-{7-[methyl(2-thienylsulfonyl)amino]-1H-indol-2-yl}-1,3-thiazol-5-yl)methyl]piperazin-1-yl}acetamide). Yield: 73.2%. As a reaction SMILES: [CH3:1][N:2]([S:28]([C:31]1[S:32][CH:33]=[CH:34][CH:35]=1)(=[O:30])=[O:29])[C:3]1[CH:4]=[CH:5][CH:6]=[C:7]2[C:11]=1[NH:10][C:9]([C:12]1[S:13][C:14]([CH2:17][N:18]3[CH2:23][CH2:22][N:21]([CH2:24][C:25](O)=[O:26])[CH2:20][CH2:19]3)=[CH:15][N:16]=1)=[CH:8]2.[N:36]1(O)[C:40]2C=CC=CC=2N=N1.Cl.CN(C)CCCN=C=NCC.CN.C(=O)([O-])O.[Na+]>CN(C)C=O.C1COCC1>[CH3:40][NH:36][C:25](=[O:26])[CH2:24][N:21]1[CH2:20][CH2:19][N:18]([CH2:17][C:14]2[S:13][C:12]([C:9]3[NH:10][C:11]4[C:7]([CH:8]=3)=[CH:6][CH:5]=[CH:4][C:3]=4[N:2]([CH3:1])[S:28]([C:31]3[S:32][CH:33]=[CH:34][CH:35]=3)(=[O:30])=[O:29])=[N:16][CH:15]=2)[CH2:23][CH2:22]1 |f:2.3,5.6|. Procedure: To a solution of {4-[(2-{7-[methyl(2-thienylsulfonyl)amino]-1H-indol-2-yl}-1,3-thiazol-5-yl)methyl]piperazin-1-yl}acetic acid (0.200 g) in N,N-dimethylformamide (10 ml) were added 1H-1,2,3-benzotriazol-1-ol (0.061 g), N-[3-(dimethylamino)propyl]-N′-ethylcarbodiimide hydrochloride (0.087 g) and 2.0 mol/L solution of N-methylamine in THF (0.25 ml), and the mixture was stirred at room temperature for 15 hr. Saturated aqueous sodium hydrogencarbonate solution was added to the reaction solution, and ...